From a dataset of the Open Reaction Database (ORD), a public repository of structured organic reaction records. describe an organic reaction: reactants, conditions, products, and yield The reactants are NC1=CC=C(C(=O)N2CCCCC3=C2C=CC=C3)C=C1 (1-(4-aminobenzoyl)-2,3,4,5-tetrahydro-1H-benzazepine), C1(CCC(=O)O1)=O (succinic anhydride). Solvent: ClCCl (dichloromethane). Reaction conditions: time 4.5 hour. Yields the product C(=O)(O)CCC(=O)NC1=CC=C(C(=O)N2CCCCC3=C2C=CC=C3)C=C1 (1-[4-(3-carboxypropionylamino)benzoyl]-2,3,4,5-tetrahydro-1H-benzazepine). Yield: 87.5%. RXN SMILES: [NH2:1][C:2]1[CH:20]=[CH:19][C:5]([C:6]([N:8]2[C:14]3[CH:15]=[CH:16][CH:17]=[CH:18][C:13]=3[CH2:12][CH2:11][CH2:10][CH2:9]2)=[O:7])=[CH:4][CH:3]=1.[C:21]1(=[O:27])[O:26][C:24](=[O:25])[CH2:23][CH2:22]1>ClCCl>[C:24]([CH2:23][CH2:22][C:21]([NH:1][C:2]1[CH:20]=[CH:19][C:5]([C:6]([N:8]2[C:14]3[CH:15]=[CH:16][CH:17]=[CH:18][C:13]=3[CH2:12][CH2:11][CH2:10][CH2:9]2)=[O:7])=[CH:4][CH:3]=1)=[O:27])([OH:26])=[O:25]. Reported procedure: To a solution of 1-(4-aminobenzoyl)-2,3,4,5-tetrahydro-1H-benzazepine (3.0 g) in dichloromethane (50 ml) is added succinic anhydride (1.4 g) and the mixture is stirred at room temperature for 4.5 hours. The reaction mixture is evaporated under reduced pressure in order to remove the solvent therefrom, and the resulting crystal is recrystallized from ethyl acetate to give 1-[4-(3-carboxypropionylamino)benzoyl]-2,3,4,5-tetrahydro-1H-benzazepine (3.61 g) as colorless needles, m.p. 192° C. Reactants: COC1=CC2=C(N=C(C=3C(N2)=CSC3)SC)C=C1 (6-methoxy-10-(methylthio)-4H-thieno[3,4-b][1,5]benzodiazepine), CN1CCNCC1 (N-methylpiperazine), O (water). The solvent is C(C)(=O)O (acetic acid). Product: COC1=CC2=C(N=C(C=3C(N2)=CSC3)N3CCN(CC3)C)C=C1 (6-Methoxy-10-(4-methyl-1-piperazinyl)-4H-thieno[3,4-b][1,5]benzodiazepine). As a reaction SMILES: [CH3:1][O:2][C:3]1[CH:18]=[CH:17][C:6]2[N:7]=[C:8](SC)[C:9]3[C:10](=[CH:12][S:13][CH:14]=3)[NH:11][C:5]=2[CH:4]=1.O.[CH3:20][N:21]1[CH2:26][CH2:25][NH:24][CH2:23][CH2:22]1>C(O)(=O)C>[CH3:1][O:2][C:3]1[CH:18]=[CH:17][C:6]2[N:7]=[C:8]([N:24]3[CH2:25][CH2:26][N:21]([CH3:20])[CH2:22][CH2:23]3)[C:9]3[C:10](=[CH:12][S:13][CH:14]=3)[NH:11][C:5]=2[CH:4]=1. Procedure details: A solution of 6-methoxy-10-(methylthio)-4H-thieno[3,4-b][1,5]benzodiazepine in excess N-methylpiperazine and glacial acetic acid is heated at reflux for 2 days. The solution is poured into water and the product is collected. Reactants: C1(CC1)CP(OCC)(=O)C (ethyl cyclopropylmethyl(methyl)phosphinate), COC(CNC(=O)OC(C)(C)C)=O (N-tert.-butoxycarbonyl glycine methyl ester), C(C)(=O)O (acetic acid), C(C)(C)[N-]C(C)C.[Li+] (lithium diisopropylamide). Run in O1CCCC1 (tetrahydrofuran), ClCCl (dichloromethane), O1CCCC1 (tetrahydrofuran), O1CCCC1 (tetrahydrofuran). Conditions: time 1 hour. The product is C(C)(C)(C)OC(=O)NCC(CP(OCC)(=O)CC1CC1)=O (ethyl 3-(N-tert.-butoxycarbonylamino)-2-oxo-propyl(cyclopropylmethyl)phosphinate). RXN SMILES: C([N-]C(C)C)(C)C.[Li+].[CH:9]1([CH2:12][P:13]([CH3:18])(=[O:17])[O:14][CH2:15][CH3:16])[CH2:11][CH2:10]1.C[O:20][C:21](=O)[CH2:22][NH:23][C:24]([O:26][C:27]([CH3:30])([CH3:29])[CH3:28])=[O:25].C(O)(=O)C>O1CCCC1.ClCCl>[C:27]([O:26][C:24]([NH:23][CH2:22][C:21](=[O:20])[CH2:18][P:13]([CH2:12][CH:9]1[CH2:11][CH2:10]1)(=[O:17])[O:14][CH2:15][CH3:16])=[O:25])([CH3:30])([CH3:29])[CH3:28] |f:0.1|. Procedure: A solution of 6.97 g of lithium diisopropylamide in 100 ml of anhydrous tetrahydrofuran is cooled to -78° under an inert atmosphere. With constant stirring, a -78° solution of 10.5 g of ethyl cyclopropylmethyl(methyl)phosphinate in 30 ml of absolute tetrahydrofuran is added over 15-20 minutes via a canula under a positive pressure of inert gas. The resulting pale yellow solution is stirred for 1 hour at -78° and a pre-cooled (-78°) solution of 2.06 g of N-tert.-butoxycarbonyl glycine methyl este... Reactants: CCC(CC)CC1CC(C#CC(=O)C(CCO[Si](c2ccccc2)(c2ccccc2)C(C)(C)C)CC(=O)OC(C)(C)C)C1, CO, CO[NH3+], [Cl-], [Na+], [Na+], O=S(=O)([O-])[O-], c1ccncc1. Yields the product CCC(CC)CC1CC(C#CC(=NOC)C(CCO[Si](c2ccccc2)(c2ccccc2)C(C)(C)C)CC(=O)OC(C)(C)C)C1. RXN SMILES: [C:1]([CH3:2])([CH3:3])([CH3:4])[Si:5]([O:6][CH2:7][CH2:8][CH:9]([CH2:10][C:11](=[O:12])[O:13][C:14]([CH3:15])([CH3:16])[CH3:17])[C:18]([C:19]#[C:20][CH:21]1[CH2:22][CH:23]([CH2:25][CH:26]([CH2:27][CH3:28])[CH2:29][CH3:30])[CH2:24]1)=[O:31])([c:32]1[cH:33][cH:34][cH:35][cH:36][cH:37]1)[c:38]1[cH:39][cH:40][cH:41][cH:42][cH:43]1.[CH3:44][OH:45].[CH3:54][O:55][NH3+:56].[Cl-:53].[Na+:46].[Na+:47].[O-:48][S:49](=[O:50])(=[O:51])[O-:52].[cH:57]1[cH:58][cH:59][n:60][cH:61][cH:62]1>>[C:1]([CH3:2])([CH3:3])([CH3:4])[Si:5]([O:6][CH2:7][CH2:8][CH:9]([CH2:10][C:11](=[O:12])[O:13][C:14]([CH3:15])([CH3:16])[CH3:17])[C:18]([C:19]#[C:20][CH:21]1[CH2:22][CH:23]([CH2:25][CH:26]([CH2:27][CH3:28])[CH2:29][CH3:30])[CH2:24]1)=[N:56][O:55][CH3:54])([c:32]1[cH:33][cH:34][cH:35][cH:36][cH:37]1)[c:38]1[cH:39][cH:40][cH:41][cH:42][cH:43]1. Reaction conditions: time 6 hour. Procedure details: 0.16 g (0.5 mmol) of 2,3-diphenyl-1H-indole-5-carboxylic acid (see process variant A) was dissolved at RT in 10 ml of dry dimethylformamide (DMF) and admixed successively with 0.11 g (0.5 mmol) of L-homophenyl-alaninamide hydrochloride, 0.16 g of TOTU (O-[(cyano(ethoxycarbonyl)-methylidene)amino-1,1,3,3-tetramethyl]uronium tetrafluoroborate) and 0.14 ml (1 mmol) of diisopropylamine. The reaction mixture was stirred at RT for 6 h and then concentrated under reduced pressure, and the residue was d... The product is C(N)(=O)C(CCC1=CC=CC=C1)NC(=O)C=1C=C2C(=C(NC2=CC1)C1=CC=CC=C1)C1=CC=CC=C1 (N-(1-Carbamoyl-3-phenylpropyl)-2,3-diphenyl-1H-indole-5-carboxamide). Solvent: CN(C=O)C (dimethylformamide). The reactants are C1(=CC=CC=C1)C=1NC2=CC=C(C=C2C1C1=CC=CC=C1)C(=O)O (2,3-diphenyl-1H-indole-5-carboxylic acid), C(C)(C)NC(C)C (diisopropylamine), Cl.N[C@@H](CCC1=CC=CC=C1)C(=O)N (L-homophenyl-alaninamide hydrochloride), TOTU. As a reaction SMILES: [C:1]1([C:7]2[NH:8][C:9]3[C:14]([C:15]=2[C:16]2[CH:21]=[CH:20][CH:19]=[CH:18][CH:17]=2)=[CH:13][C:12]([C:22](O)=[O:23])=[CH:11][CH:10]=3)[CH:6]=[CH:5][CH:4]=[CH:3][CH:2]=1.Cl.[NH2:26][C@H:27]([C:36]([NH2:38])=[O:37])[CH2:28][CH2:29][C:30]1[CH:35]=[CH:34][CH:33]=[CH:32][CH:31]=1.C(NC(C)C)(C)C>CN(C)C=O>[C:36]([CH:27]([NH:26][C:22]([C:12]1[CH:13]=[C:14]2[C:9](=[CH:10][CH:11]=1)[NH:8][C:7]([C:1]1[CH:6]=[CH:5][CH:4]=[CH:3][CH:2]=1)=[C:15]2[C:16]1[CH:21]=[CH:20][CH:19]=[CH:18][CH:17]=1)=[O:23])[CH2:28][CH2:29][C:30]1[CH:31]=[CH:32][CH:33]=[CH:34][CH:35]=1)(=[O:37])[NH2:38] |f:1.2|. Reactants: CC(C)(C)c1cccc(I)c1, O=S(=O)(O)Cl, ClCCl. Yields the product CC(C)(C)c1ccc(S(=O)(=O)O)c(I)c1. As a reaction SMILES: [C:1]([CH3:2])([CH3:3])([CH3:4])[c:5]1[cH:6][c:7]([I:11])[cH:8][cH:9][cH:10]1.[Cl:12][S:13](=[O:14])(=[O:15])[OH:16].[Cl:17][CH2:18][Cl:19]>>[C:1]([CH3:2])([CH3:3])([CH3:4])[c:5]1[cH:6][c:7]([I:11])[c:8]([S:13](=[O:14])(=[O:15])[OH:16])[cH:9][cH:10]1. Starting materials: ClC1=C(C(=NC2=CC(=CC=C12)F)C1=C(C=CC=C1)F)C (4-chloro-7-fluoro-2-(2-fluorophenyl)-3-methylquinoline), NC1=C(C#N)C=CC(=C1)N1CCOCC1 (2-amino-4-morpholinobenzonitrile), solution, Cl (HCl), O1CCOCC1 (dioxane). Run in CO (MeOH). The product is FC1=CC=C2C(=C(C(=NC2=C1)C1=C(C=CC=C1)F)C)NC1=C(C#N)C=CC(=C1)N1CCOCC1 (2-((7-Fluoro-2-(2-fluorophenyl)-3-methyl-4-quinolinyl)amino)-4-(4-morpholinyl)benzonitrile). RXN SMILES: Cl[C:2]1[C:11]2[C:6](=[CH:7][C:8]([F:12])=[CH:9][CH:10]=2)[N:5]=[C:4]([C:13]2[CH:18]=[CH:17][CH:16]=[CH:15][C:14]=2[F:19])[C:3]=1[CH3:20].[NH2:21][C:22]1[CH:29]=[C:28]([N:30]2[CH2:35][CH2:34][O:33][CH2:32][CH2:31]2)[CH:27]=[CH:26][C:23]=1[C:24]#[N:25].Cl.O1CCOCC1>CO>[F:12][C:8]1[CH:7]=[C:6]2[C:11]([C:2]([NH:21][C:22]3[CH:29]=[C:28]([N:30]4[CH2:31][CH2:32][O:33][CH2:34][CH2:35]4)[CH:27]=[CH:26][C:23]=3[C:24]#[N:25])=[C:3]([CH3:20])[C:4]([C:13]3[CH:18]=[CH:17][CH:16]=[CH:15][C:14]=3[F:19])=[N:5]2)=[CH:10][CH:9]=1. Procedure: Prepared according to general Procedure K using 4-chloro-7-fluoro-2-(2-fluorophenyl)-3-methylquinoline (70 mg, 0.24 mmol), 2-amino-4-morpholinobenzonitrile (49 mg, 0.24 mmol) and a 4.0M solution of HCl in dioxane (0.030 mL, 0.121 mmol) in MeOH (1.0 mL) and heating in the microwave for 2 h at 150° C. After purification 2-((7-fluoro-2-(2-fluorophenyl)-3-methyl-4-quinolinyl)amino)-4-(4-morpholinyl)benzonitrile was obtained as a yellow film. 1H NMR (500 MHz, chloroform-d) δ ppm 7.94-8.03 (1H, m), 7.... Reactants: CCn1cc(NC(=O)Cc2ccc(Oc3ccnc4cc(OC)c(C(=O)OC)cc34)cc2)cn1, CO, Cl, [Li+], [OH-]. Product: CCn1cc(NC(=O)Cc2ccc(Oc3ccnc4cc(OC)c(C(=O)O)cc34)cc2)cn1. Reaction SMILES: [CH2:1]([CH3:2])[n:3]1[n:4][cH:5][c:6]([NH:8][C:9]([CH2:10][c:11]2[cH:12][cH:13][c:14]([O:17][c:18]3[cH:19][cH:20][n:21][c:22]4[cH:23][c:24]([O:32][CH3:33])[c:25]([C:28](=[O:29])[O:30][CH3:31])[cH:26][c:27]34)[cH:15][cH:16]2)=[O:34])[cH:7]1.[CH3:38][OH:39].[ClH:37].[Li+:35].[OH-:36]>>[CH2:1]([CH3:2])[n:3]1[n:4][cH:5][c:6]([NH:8][C:9]([CH2:10][c:11]2[cH:12][cH:13][c:14]([O:17][c:18]3[cH:19][cH:20][n:21][c:22]4[cH:23][c:24]([O:32][CH3:33])[c:25]([C:28](=[O:29])[OH:30])[cH:26][c:27]34)[cH:15][cH:16]2)=[O:34])[cH:7]1. The reactants are [OH-].[Na+] (Sodium hydroxide), O1CCOCC1 (dioxane), C(C)OC(C(C(=O)OCC)(CC1=CC(=NO1)C1N(CCC1)C(=O)OC(C)(C)C)NC(=O)OCC=C)=O (2-allyloxycarbonylamino-2-[3-(1-tert-butoxycarbonyl-pyrrolidin-2-yl)-isoxazol-5-ylmethyl]-malonic acid diethyl ester), [OH-].[Na+] (sodium hydroxide). Solvent: C(C)(=O)OCC (ethyl acetate), S(O)(O)(=O)=O (sulfuric acid). Conditions: time 8 hour. Product: C(C)OC(C(C(=O)O)(CC1=CC(=NO1)C1N(CCC1)C(=O)OC(C)(C)C)NC(=O)OCC=C)=O (2-Allyloxycarbonylamino-2-[3-(1-tert-butoxycarbonyl-pyrrolidin-2-yl)-isoxazol-5-ylmethyl]-malonic Acid Monoethyl Ester). As a reaction SMILES: [OH-].[Na+].O1CCOCC1.[CH2:9]([O:11][C:12](=[O:44])[C:13]([NH:37][C:38]([O:40][CH2:41][CH:42]=[CH2:43])=[O:39])([CH2:19][C:20]1[O:24][N:23]=[C:22]([CH:25]2[CH2:29][CH2:28][CH2:27][N:26]2[C:30]([O:32][C:33]([CH3:36])([CH3:35])[CH3:34])=[O:31])[CH:21]=1)[C:14]([O:16]CC)=[O:15])[CH3:10]>C(OCC)(=O)C.S(=O)(=O)(O)O>[CH2:9]([O:11][C:12](=[O:44])[C:13]([NH:37][C:38]([O:40][CH2:41][CH:42]=[CH2:43])=[O:39])([CH2:19][C:20]1[O:24][N:23]=[C:22]([CH:25]2[CH2:29][CH2:28][CH2:27][N:26]2[C:30]([O:32][C:33]([CH3:35])([CH3:36])[CH3:34])=[O:31])[CH:21]=1)[C:14]([OH:16])=[O:15])[CH3:10] |f:0.1|. Procedure: Sodium hydroxide, 1M, (21.5 mL, 21.5 mmol) was added in portions over 30 minutes to a dioxane (22 mL) solution of 2-allyloxycarbonylamino-2-[3-(1-tert-butoxycarbonyl-pyrrolidin-2-yl)-isoxazol-5-ylmethyl]-malonic acid diethyl ester (10.95 g, 21.5 mmol). After stirring overnight, the reaction had not gone to completion. An additional 0.2 equivalents of 1 M sodium hydroxide (4.2 mL, 4.2 mmol) was added and stirring continued for 3 hours. The reaction was diluted with ethyl acetate (50 mL) and 1M su... The reactants are ClC1=CC=C(C=C1)C1=NC=2C(=NC=CC2)N1CC(=O)N (2-(4-chlorophenyl)-3H-imidazo[4,5-b]pyridine-3-acetamide), C(C)(=O)O (acetic acid), ClC1=CC(=CC=C1)C(=O)OO (m-chloroperbenzoic acid). The solvent is O (water). Conditions: temperature 60 celsius. Product: ClC1=CC=C(C=C1)C1=NC=2C(=[N+](C=CC2)[O-])N1CC(=O)N (2-(4-Chlorophenyl)-3H-imidazo[4,5-b]pyridine-3-acetamide-4-oxide). Yield: 52.0%. As a reaction SMILES: [Cl:1][C:2]1[CH:7]=[CH:6][C:5]([C:8]2[N:16]([CH2:17][C:18]([NH2:20])=[O:19])[C:11]3=[N:12][CH:13]=[CH:14][CH:15]=[C:10]3[N:9]=2)=[CH:4][CH:3]=1.C(O)(=[O:23])C.ClC1C=CC=C(C(OO)=O)C=1>O>[Cl:1][C:2]1[CH:7]=[CH:6][C:5]([C:8]2[N:16]([CH2:17][C:18]([NH2:20])=[O:19])[C:11]3=[N+:12]([O-:23])[CH:13]=[CH:14][CH:15]=[C:10]3[N:9]=2)=[CH:4][CH:3]=1. Procedure details: A mixture of 2-(4-chlorophenyl)-3H-imidazo[4,5-b]pyridine-3-acetamide (1.84 g, 0.0064 mole), glacial acetic acid, and m-chloroperbenzoic acid (4.4 g, 0.0256 mole) was heated at 60° C. for a total of 4 hrs. The reaction mixture was diluted with water and the organic acid which precipitated was filtered. The aqueous filtrate was neutralized for peroxides with 10% sodium sulfate. The aqueous solution was evaporated to dryness and the residue was treated with methylene chloride/saturated sodium bica...